The task is: describe an organic reaction: reactants, conditions, products, and yield. This data is from the Open Reaction Database (ORD), a public repository of structured organic reaction records. Reactants: COC(=O)c1ccc(C(NC(=O)OC(C)(C)C)P(=O)(OC)OC)cc1, CCOC(C)=O, [Li+], C1COCCO1, [OH-]. Product: COP(=O)(OC)C(NC(=O)OC(C)(C)C)c1ccc(C(=O)O)cc1. As a reaction SMILES: [CH3:1][O:2][C:3]([c:4]1[cH:5][cH:6][c:7]([CH:10]([P:11](=[O:12])([O:13][CH3:14])[O:15][CH3:16])[NH:17][C:18](=[O:19])[O:20][C:21]([CH3:22])([CH3:23])[CH3:24])[cH:8][cH:9]1)=[O:25].[CH3:34][CH2:35][O:36][C:37]([CH3:38])=[O:39].[Li+:27].[O:28]1[CH2:29][CH2:30][O:31][CH2:32][CH2:33]1.[OH-:26]>>[O:2]=[C:3]([c:4]1[cH:5][cH:6][c:7]([CH:10]([P:11](=[O:12])([O:13][CH3:14])[O:15][CH3:16])[NH:17][C:18](=[O:19])[O:20][C:21]([CH3:22])([CH3:23])[CH3:24])[cH:8][cH:9]1)[OH:25]. The reactants are CCOC(=O)C(NC(C)=O)C(=O)OCC, CC(C)(CCCI)[N+](=O)[O-], CC[O-], CCO, [Na+]. The product is CCOC(=O)C(CCCC(C)(C)[N+](=O)[O-])(NC(C)=O)C(=O)OCC. RXN SMILES: [C:5]([CH3:6])(=[O:7])[NH:8][CH:9]([C:10](=[O:11])[O:12][CH2:13][CH3:14])[C:15](=[O:16])[O:17][CH2:18][CH3:19].[CH3:20][C:21]([CH2:22][CH2:23][CH2:24][I:25])([CH3:26])[N+:27](=[O:28])[O-:29].[CH3:2][CH2:3][O-:4].[CH3:30][CH2:31][OH:32].[Na+:1]>>[C:5]([CH3:6])(=[O:7])[NH:8][C:9]([C:10](=[O:11])[O:12][CH2:13][CH3:14])([C:15](=[O:16])[O:17][CH2:18][CH3:19])[CH2:24][CH2:23][CH2:22][C:21]([CH3:20])([CH3:26])[N+:27](=[O:28])[O-:29]. Run in C(C)O (ethanol). Procedure: A solution of 5-({1-[5-(6-methoxypyridin-3-yl)-2-methylfuran-3-yl]-3-methylbutyl}amino)pyridine-2-carboxylic acid (395 mg), ethyl 3-(methylamino)propanoate (157 mg), 1-ethyl-3-(3-dimethylaminopropyl)carbodiimide hydrochloride (230 mg), hydroxybenzotriazole monohydrate (184 mg) and triethylamine (168 μL) in N,N-dimethylformamide (10 mL) was stirred at room temperature for 4 hr. Ethyl acetate was added, the mixture was washed with saturated aqueous sodium hydrogen carbonate solution and water, and... The yield is 70.0%. Product: COC1=CC=C(C=N1)C1=CC(=C(O1)C)C(CC(C)C)NC=1C=CC(=NC1)C(=O)N(CCC(=O)O)C (3-[{[5-({1-[5-(6-methoxypyridin-3-yl)-2-methylfuran-3-yl]-3-methylbutyl}amino)pyridin-2-yl]carbonyl}(methyl)amino]propanoic acid). As a reaction SMILES: [CH3:1][O:2][C:3]1[N:8]=[CH:7][C:6]([C:9]2[O:13][C:12]([CH3:14])=[C:11]([CH:15]([NH:20][C:21]3[CH:22]=[CH:23][C:24]([C:27]([N:29]([CH3:37])[CH2:30][CH2:31][C:32]([O:34]CC)=[O:33])=[O:28])=[N:25][CH:26]=3)[CH2:16][CH:17]([CH3:19])[CH3:18])[CH:10]=2)=[CH:5][CH:4]=1.O1CCCC1.[OH-].[Li+]>C(O)C>[CH3:1][O:2][C:3]1[N:8]=[CH:7][C:6]([C:9]2[O:13][C:12]([CH3:14])=[C:11]([CH:15]([NH:20][C:21]3[CH:22]=[CH:23][C:24]([C:27]([N:29]([CH3:37])[CH2:30][CH2:31][C:32]([OH:34])=[O:33])=[O:28])=[N:25][CH:26]=3)[CH2:16][CH:17]([CH3:19])[CH3:18])[CH:10]=2)=[CH:5][CH:4]=1 |f:2.3|. Run at time 1 hour. Reactants: O1CCCC1 (tetrahydrofuran), [OH-].[Li+] (lithium hydroxide), COC1=CC=C(C=N1)C1=CC(=C(O1)C)C(CC(C)C)NC=1C=CC(=NC1)C(=O)N(CCC(=O)OCC)C (Ethyl 3-[{[5-({1-[5-(6-methoxypyridin-3-yl)-2-methylfuran-3-yl]-3-methylbutyl}amino)pyridin-2-yl]carbonyl}(methyl)amino]propanoate). The reactants are CCCN1CCC(c2cccc(OC(F)(F)F)c2OC)CC1, Cl, Cl, c1ccncc1. The product is CCCN1CCC(c2cccc(OC(F)(F)F)c2O)CC1. Reaction SMILES: [CH3:1][O:2][c:3]1[c:4]([CH:14]2[CH2:15][CH2:16][N:17]([CH2:20][CH2:21][CH3:22])[CH2:18][CH2:19]2)[cH:5][cH:6][cH:7][c:8]1[O:9][C:10]([F:11])([F:12])[F:13].[ClH:23].[ClH:30].[n:24]1[cH:25][cH:26][cH:27][cH:28][cH:29]1>>[OH:2][c:3]1[c:4]([CH:14]2[CH2:15][CH2:16][N:17]([CH2:20][CH2:21][CH3:22])[CH2:18][CH2:19]2)[cH:5][cH:6][cH:7][c:8]1[O:9][C:10]([F:11])([F:12])[F:13]. The reactants are O=C([O-])[O-], CC(C)(C)OC(=O)c1ccc(-c2ccccc2)cc1NC(=O)c1cc(CCBr)ccc1OCc1ccccc1, CN1CCNCC1, CC(C)=O, [K+], [K+]. Yields the product CN1CCN(CCc2ccc(OCc3ccccc3)c(C(=O)Nc3cc(-c4ccccc4)ccc3C(=O)OC(C)(C)C)c2)CC1. RXN SMILES: [C:47](=[O:48])([O-:49])[O-:50].[CH2:8]([c:9]1[cH:10][cH:11][cH:12][cH:13][cH:14]1)[O:15][c:16]1[c:17]([C:18](=[O:19])[NH:20][c:21]2[c:22]([C:23](=[O:24])[O:25][C:26]([CH3:27])([CH3:28])[CH3:29])[cH:30][cH:31][c:32](-[c:34]3[cH:35][cH:36][cH:37][cH:38][cH:39]3)[cH:33]2)[cH:40][c:41]([CH2:44][CH2:45][Br:46])[cH:42][cH:43]1.[CH3:1][N:2]1[CH2:3][CH2:4][NH:5][CH2:6][CH2:7]1.[CH3:53][C:54](=[O:55])[CH3:56].[K+:51].[K+:52]>>[CH3:1][N:2]1[CH2:3][CH2:4][N:5]([CH2:45][CH2:44][c:41]2[cH:40][c:17]([C:18](=[O:19])[NH:20][c:21]3[c:22]([C:23](=[O:24])[O:25][C:26]([CH3:27])([CH3:28])[CH3:29])[cH:30][cH:31][c:32](-[c:34]4[cH:35][cH:36][cH:37][cH:38][cH:39]4)[cH:33]3)[c:16]([O:15][CH2:8][c:9]3[cH:10][cH:11][cH:12][cH:13][cH:14]3)[cH:43][cH:42]2)[CH2:6][CH2:7]1. The reactants are COCCO, CO, CC(C)N(C(=O)c1ccc([N+](=O)[O-])cc1)C(C)C, ClCCl, [H][H]. Product: CC(C)N(C(=O)c1ccc(N)cc1)C(C)C. As a reaction SMILES: [CH3:19][O:20][CH2:21][CH2:22][OH:23].[CH3:29][OH:30].[CH:1]([CH3:2])([CH3:3])[N:4]([C:5]([c:6]1[cH:7][cH:8][c:9]([N+:12]([O-:13])=[O:14])[cH:10][cH:11]1)=[O:15])[CH:16]([CH3:17])[CH3:18].[Cl:26][CH2:27][Cl:28].[H:24][H:25]>>[CH:1]([CH3:2])([CH3:3])[N:4]([C:5]([c:6]1[cH:7][cH:8][c:9]([NH2:12])[cH:10][cH:11]1)=[O:15])[CH:16]([CH3:17])[CH3:18]. The reactants are OC1=CC=NN1C1=NC=CC(=C1)C#N (2-(5-hydroxy-1H-pyrazol-1-yl)pyridine-4-carbonitrile), ClC1=CC(=C(C=C1)CO)OCC(C)C ([4-chloro-2-(2-methylpropoxy)phenyl]methanol). Product: ClC1=CC(=C(C=C1)COC1=CC=NN1C1=NC=CC(=C1)C#N)OCC(C)C (2-[5-[[4-chloro-2-(2-methylpropoxy)phenyl]methoxy]pyrazol-1-yl]pyridine-4-carbonitrile). Reaction SMILES: [OH:1][C:2]1[N:6]([C:7]2[CH:12]=[C:11]([C:13]#[N:14])[CH:10]=[CH:9][N:8]=2)[N:5]=[CH:4][CH:3]=1.[Cl:15][C:16]1[CH:21]=[CH:20][C:19]([CH2:22]O)=[C:18]([O:24][CH2:25][CH:26]([CH3:28])[CH3:27])[CH:17]=1>>[Cl:15][C:16]1[CH:21]=[CH:20][C:19]([CH2:22][O:1][C:2]2[N:6]([C:7]3[CH:12]=[C:11]([C:13]#[N:14])[CH:10]=[CH:9][N:8]=3)[N:5]=[CH:4][CH:3]=2)=[C:18]([O:24][CH2:25][CH:26]([CH3:28])[CH3:27])[CH:17]=1. Procedure: The title compound was prepared from 2-(5-hydroxy-1H-pyrazol-1-yl)pyridine-4-carbonitrile and [4-chloro-2-(2-methylpropoxy)phenyl]methanol according to the procedure for the preparation of Example 39, part C. 1H NMR (400 MHz, CDCl3): δ 1.00 (6H, d, J=6.8 Hz), 2.06-2.12 (1H, m), 3.77 (2H, d, J=6.0 Hz), 5.24 (2H, s), 5.77 (1H, d, J=2.0 Hz), 6.89 (1H, d, J=1.6 Hz), 6.95 (1H, dd, J=2.0 Hz, 8.0 Hz), 7.34 (1H, d, J=8.0 Hz), 7.39 (1H, dd, J=0.8 Hz, 4.8 Hz), 7.57 (1H, d, J=2.0 Hz), 8.03 (1H, s), 8.70 (1... The reactants are C1(CC1)C=1C(=CC(=NC1)C(=O)O)OCC(F)(F)F (5-Cyclopropyl-4-(2,2,2-trifluoro-ethoxy)-pyridine-2-carboxylic acid), CC(C(C=1SC=CN1)N)(C)C (2,2-Dimethyl-1-thiazol-2-yl-propylamine). The product is CC(C(C=1SC=CN1)NC(=O)C1=NC=C(C(=C1)OCC(F)(F)F)C1CC1)(C)C (5-Cyclopropyl-4-(2,2,2-trifluoro-ethoxy)-pyridine-2-carboxylic acid (2,2-dimethyl-1-thiazol-2-yl-propyl)-amide). RXN SMILES: [CH:1]1([C:4]2[C:5]([O:13][CH2:14][C:15]([F:18])([F:17])[F:16])=[CH:6][C:7]([C:10]([OH:12])=O)=[N:8][CH:9]=2)[CH2:3][CH2:2]1.[CH3:19][C:20]([CH3:29])([CH3:28])[CH:21]([NH2:27])[C:22]1[S:23][CH:24]=[CH:25][N:26]=1>>[CH3:19][C:20]([CH3:29])([CH3:28])[CH:21]([NH:27][C:10]([C:7]1[CH:6]=[C:5]([O:13][CH2:14][C:15]([F:18])([F:17])[F:16])[C:4]([CH:1]2[CH2:2][CH2:3]2)=[CH:9][N:8]=1)=[O:12])[C:22]1[S:23][CH:24]=[CH:25][N:26]=1. Reported procedure: The title compound was synthesized in analogy to Example 24d, using 5-Cyclopropyl-4-(2,2,2-trifluoro-ethoxy)-pyridine-2-carboxylic acid (Example 48c) and 2,2-Dimethyl-1-thiazol-2-yl-propylamine (CAN 1247122-26-4) as starting materials and isolated (15 mg, 32%) as a white solid; MS (ESI, m/z): 414.5 (M+H+).